This data is from the Open Reaction Database (ORD), a public repository of structured organic reaction records. The task is: describe an organic reaction: reactants, conditions, products, and yield Reactants: C[O-].[Na+] (Sodium methoxide), ClC=1SC(=C(N1)Cl)C1OCCO1 (2,4-dichloro-5-([1,3]dioxolan-2-yl)-thiazole). Solvent: CO (methanol). Yields the product ClC=1N=C(SC1C1OCCO1)OC (4-chloro-5-([1,3]dioxolan-2-yl)-2-methoxy-thiazole). Isolated yield 57.1%. As a reaction SMILES: [CH3:1][O-:2].[Na+].Cl[C:5]1[S:6][C:7]([CH:11]2[O:15][CH2:14][CH2:13][O:12]2)=[C:8]([Cl:10])[N:9]=1>CO>[Cl:10][C:8]1[N:9]=[C:5]([O:2][CH3:1])[S:6][C:7]=1[CH:11]1[O:15][CH2:14][CH2:13][O:12]1 |f:0.1|. Procedure: Sodium methoxide (0.63 g, 11.66 mmol) is added to a solution of 2,4-dichloro-5-([1,3]dioxolan-2-yl)-thiazole (2.00 g, 8.85 mmol) in methanol (20 ml). The reaction is heated at reflux for 3.5 h, cooled, and concentrated. The residue is partitioned between aqueous saturated brine solution and ethyl acetate, separated, and the aqueous layer extracted with ethyl acetate. The ethyl acetate is dried over Na2SO4, filtered, and concentrated. The crude product is purified by flash chromatography on silic... The reactants are NC1=C([Se]C(=C1)C(C)(C)C)C(=O)N (3-amino-5-(tert-butyl)selenophene-2-carboxamide), S(O)(O)(=O)=O (sulfuric acid), C(=O)O (formic acid), N (ammonia). Product: C(C)(C)(C)C1=CC=2N=CNC(C2[Se]1)=O (6-tert-Butylselenopheno[3,2-d]pyrimidin-4(3H)-one). The yield is 80.0%. Reaction SMILES: [NH2:1][C:2]1[CH:6]=[C:5]([C:7]([CH3:10])([CH3:9])[CH3:8])[Se:4][C:3]=1[C:11]([NH2:13])=[O:12].S(=O)(=O)(O)O.N.[CH:20](O)=O>>[C:7]([C:5]1[Se:4][C:3]2[C:11](=[O:12])[NH:13][CH:20]=[N:1][C:2]=2[CH:6]=1)([CH3:10])([CH3:8])[CH3:9]. Reported procedure: To a solution of 3-amino-5-(tert-butyl)selenophene-2-carboxamide (1 g) in formic acid (10 mL) was added concentrated sulfuric acid (5 mL) slowly for 10 min at rt. The mixture was refluxed for 1.5 h and allowed to rt. The mixture was poured into ice cold water and basified with ammonia solution. The solution was extracted with chloroform (3×200 mL) and the combined chloroform layer was washed with water, brine and dried over sodium sulfate. The solution was filtered and evaporated the solvent to ... The reactants are [BH4-], CCCCCCCCCCCCCCCCSCCC(=O)OCC, Cl, [Li+], C1CCOC1, O. Yields the product CCCCCCCCCCCCCCCCSCCCO. As a reaction SMILES: [BH4-:1].[CH2:3]([CH2:4][CH2:5][CH2:6][CH2:7][CH2:8][CH2:9][CH2:10][CH2:11][CH2:12][CH2:13][CH2:14][CH2:15][CH2:16][CH2:17][CH3:18])[S:19][CH2:20][CH2:21][C:22](=[O:23])[O:24][CH2:25][CH3:26].[ClH:28].[Li+:2].[O:29]1[CH2:30][CH2:31][CH2:32][CH2:33]1.[OH2:27]>>[CH2:3]([CH2:4][CH2:5][CH2:6][CH2:7][CH2:8][CH2:9][CH2:10][CH2:11][CH2:12][CH2:13][CH2:14][CH2:15][CH2:16][CH2:17][CH3:18])[S:19][CH2:20][CH2:21][CH2:22][OH:23]. The reactants are C(C)OC(=O)N1CC2=C(N=NC(=C2)NN)CC1 (3-hydrazino-5,6,7,8-tetrahydro-6-pyrido[4,3-c]pyridazinecarboxylic acid ethyl ester). Solvent: CC(=O)CC (methylethyl ketone). Yields the product C(C)OC(=O)N1CC2=C(N=NC(=C2)NN=CCCC)CC1 (3-(2-Butylidenehydrazino)-5,6,7,8-tetrahydro-6-pyrido[4,3-c]pyridazinecarboxylic acid ethyl ester). As a reaction SMILES: [CH2:1]([O:3][C:4]([N:6]1[CH2:17][CH2:16][C:9]2[N:10]=[N:11][C:12]([NH:14][NH2:15])=[CH:13][C:8]=2[CH2:7]1)=[O:5])[CH3:2]>CC(CC)=O>[CH2:1]([O:3][C:4]([N:6]1[CH2:17][CH2:16][C:9]2[N:10]=[N:11][C:12]([NH:14][N:15]=[CH:7][CH2:8][CH2:9][CH3:16])=[CH:13][C:8]=2[CH2:7]1)=[O:5])[CH3:2]. Procedure details: A suspension of 23.7 g of 3-hydrazino-5,6,7,8-tetrahydro-6-pyrido[4,3-c]pyridazinecarboxylic acid ethyl ester in 100 cc of methylethyl ketone is heated at reflux for 4 hours while stirring. The title compound has a M.P. of 142°-146° (decomp., from methanol). The reactants are mercuric oxide, II (iodine), OCC=1SC=CC1C (2-hydroxymethyl-3-methylthiophene). Run in C1=CC=CC=C1 (benzene). Product: OCC=1SC(=CC1C)I (2-hydroxymethyl-3-methyl-5-iodothiophene). RXN SMILES: [I:1]I.[OH:3][CH2:4][C:5]1[S:6][CH:7]=[CH:8][C:9]=1[CH3:10]>C1C=CC=CC=1>[OH:3][CH2:4][C:5]1[S:6][C:7]([I:1])=[CH:8][C:9]=1[CH3:10]. Reported procedure: 6.58 G. (33 mmol) of mercuric oxide and 7.62 g. (30 mmol) of iodine were added alternately in small amounts to a vigorously stirred solution of 3.84 g. (30 mmol) of 2-hydroxymethyl-3-methylthiophene in 30 ml. of benzene. The reaction was kept at room temperature by cooling with an ice bath. The orange mercuric iodide which precipitated was filtered and washed well with benzene. The combined organic solutions were washed with sodium thiosulfate and saturated sodium chloride solution, dried and ev... The reactants are COC(=O)N1C=CC2=CC=C(C=C12)CC(=O)OCC (6-ethoxycarbonylmethyl-indole-1-carboxylic acid methyl ester), CNC (dimethylamine). Run in CCO (EtOH). Run at time 8 hour. The product is C(C)OC(CC1=CC=C2C=CNC2=C1)=O ((1H-Indol-6-yl)-acetic acid ethyl ester). As a reaction SMILES: COC([N:5]1[C:13]2[C:8](=[CH:9][CH:10]=[C:11]([CH2:14][C:15]([O:17][CH2:18][CH3:19])=[O:16])[CH:12]=2)[CH:7]=[CH:6]1)=O.CNC>CCO>[CH2:18]([O:17][C:15](=[O:16])[CH2:14][C:11]1[CH:12]=[C:13]2[C:8]([CH:7]=[CH:6][NH:5]2)=[CH:9][CH:10]=1)[CH3:19]. Procedure details: To a solution of 6-ethoxycarbonylmethyl-indole-1-carboxylic acid methyl ester (965 mg, 3.25 mmol) in EtOH (10 mL) was added dimethylamine (˜5.6 M in EtOH, 24.4 mL, 48.8 mmol) and the solution was stirred at RT overnight. EtOH was concentrated and the crude residue was purified by flash column chromatography on silica gel (c-hexane to c-hexane/EtOAc 85:15) to give the desired material. MS (UPLC): 204.2 [M+H]+, 221.2 [M+NH4]+, 248.2 [M+HCOO]−; tR (HPLC conditions f): 1.87 min. The reactants are ClC1=NC(=C2N=CN(C2=N1)C1CCCC1)Cl (2,6-dichloro-9-cyclopentylpurine), C(C)NC=1C=NC=CC1 (3-(ethylamino)pyridine). Run in C(C)N(CC)CC (triethylamine). Yields the product ClC1=NC(=C2N=CN(C2=N1)C1CCCC1)N(CC)C=1C=NC=CC1 (2-Chloro-6-[(3-pyridyl)-2-ethylamino]-9-cyclopentylpurine). RXN SMILES: [Cl:1][C:2]1[N:10]=[C:9]2[C:5]([N:6]=[CH:7][N:8]2[CH:11]2[CH2:15][CH2:14][CH2:13][CH2:12]2)=[C:4](Cl)[N:3]=1.[CH2:17]([NH:19][C:20]1[CH:21]=[N:22][CH:23]=[CH:24][CH:25]=1)[CH3:18]>C(N(CC)CC)C>[Cl:1][C:2]1[N:10]=[C:9]2[C:5]([N:6]=[CH:7][N:8]2[CH:11]2[CH2:15][CH2:14][CH2:13][CH2:12]2)=[C:4]([N:19]([C:20]2[CH:21]=[N:22][CH:23]=[CH:24][CH:25]=2)[CH2:17][CH3:18])[N:3]=1. Procedure: 2-Chloro-6-[(3-pyridyl)-2-ethylamino]-9-cyclopentylpurine is prepared from 2,6-dichloro-9-cyclopentylpurine, 3-(ethylamino)pyridine, and triethylamine essentially as described above in Example 1, Scheme A, step b. Reactants: CC(C)Oc1cc(Br)ccc1Cl, CC(C)(C)OC(=O)N1CCNCC1, CC(C)(C)[O-], [Na+], O=C(C=Cc1ccccc1)C=Cc1ccccc1, O=C(C=Cc1ccccc1)C=Cc1ccccc1, O=C(C=Cc1ccccc1)C=Cc1ccccc1, [Pd], [Pd]. Yields the product CC(C)Oc1cc(N2CCNCC2)ccc1Cl. Reaction SMILES: [Br:1][c:2]1[cH:3][c:4]([O:9][CH:10]([CH3:11])[CH3:12])[c:5]([Cl:8])[cH:6][cH:7]1.[C:13]([O:14][C:15]([CH3:16])([CH3:17])[CH3:18])(=[O:19])[N:20]1[CH2:21][CH2:22][NH:23][CH2:24][CH2:25]1.[CH3:26][C:27]([CH3:28])([O-:29])[CH3:30].[Na+:31].[O:34]=[C:35]([CH:36]=[CH:37][c:38]1[cH:39][cH:40][cH:41][cH:42][cH:43]1)[CH:44]=[CH:45][c:46]1[cH:47][cH:48][cH:49][cH:50][cH:51]1.[O:52]=[C:53]([CH:54]=[CH:55][c:56]1[cH:57][cH:58][cH:59][cH:60][cH:61]1)[CH:62]=[CH:63][c:64]1[cH:65][cH:66][cH:67][cH:68][cH:69]1.[O:70]=[C:71]([CH:72]=[CH:73][c:74]1[cH:75][cH:76][cH:77][cH:78][cH:79]1)[CH:80]=[CH:81][c:82]1[cH:83][cH:84][cH:85][cH:86][cH:87]1.[Pd:32].[Pd:33]>>[c:2]1([N:20]2[CH2:21][CH2:22][NH:23][CH2:24][CH2:25]2)[cH:3][c:4]([O:9][CH:10]([CH3:11])[CH3:12])[c:5]([Cl:8])[cH:6][cH:7]1. The product is NC1=CC=NC2=CC=CN=C12 (4-amino 1,5-naphthyridine), 4-chloro, C(CC)N (n-propylamine). As a reaction SMILES: O[C:2]1[C:11]2[C:6](=[CH:7][CH:8]=[CH:9][N:10]=2)[N:5]=[CH:4][CH:3]=1.CS(Cl)(=O)=O.FC(F)(F)S(OS(C(F)(F)F)(=O)=O)(=O)=O.[N:32]1C2C(=CC=CC=2)[CH:35]=[CH:34][CH:33]=1>P(Cl)(Cl)(Cl)=O.N1C=CC=CC=1>[NH2:32][C:2]1[C:11]2[C:6](=[CH:7][CH:8]=[CH:9][N:10]=2)[N:5]=[CH:4][CH:3]=1.[CH2:33]([NH2:32])[CH2:34][CH3:35]. The reactants are N1=CC=CC2=CC=CC=C12 (quinoline), 4-chloro, 4-methanesulphonyloxy, 4-trifluoromethanesulphonyloxy, CS(=O)(=O)Cl (methanesulphonyl chloride), FC(S(=O)(=O)OS(=O)(=O)C(F)(F)F)(F)F (trifluoromethanesulphonic anhydride), OC1=CC=NC2=CC=CN=C12 (4-hydroxy-[1,5]naphthyridine). Reported procedure: 4-Hydroxy-1,5-naphthyridines can be prepared from 3-aminopyridine derivatives by reaction with diethyl ethoxymethylene malonate to produce the 4-hydroxy-3-carboxylic acid ester derivative with subsequent hydrolysis to the acid, followed by thermal decarboxylation in quinoline (as for example described for 4-Hydroxy-[1,5]naphthyridine-3-carboxylic acid, J. T. Adams et al., J. Amer. Chem. Soc., 1946, 68, 1317). A 4-hydroxy-[1,5]naphthyridine can be converted to the 4-chloro derivative by heating i... Run in P(=O)(Cl)(Cl)Cl (phosphorus oxychloride), N1=CC=CC=C1 (pyridine).